Dataset: the Open Reaction Database (ORD), a public repository of structured organic reaction records. Task: describe an organic reaction: reactants, conditions, products, and yield Reactants: C1COCCN1, CCO, ClC(Cl)Cl, COc1ccc(Cl)c(Nc2ncnc3cc(OCC4CO4)cc(OC4CCOCC4)c23)c1. Yields the product COc1ccc(Cl)c(Nc2ncnc3cc(OCC(O)CN4CCOCC4)cc(OC4CCOCC4)c23)c1. Reaction SMILES: [CH2:33]1[CH2:34][O:35][CH2:36][CH2:37][NH:38]1.[CH3:39][CH2:40][OH:41].[CH:42]([Cl:43])([Cl:44])[Cl:45].[Cl:1][c:2]1[c:3]([NH:4][c:5]2[n:6][cH:7][n:8][c:9]3[cH:10][c:11]([O:22][CH2:23][CH:24]4[CH2:25][O:26]4)[cH:12][c:13]([O:15][CH:16]4[CH2:17][CH2:18][O:19][CH2:20][CH2:21]4)[c:14]23)[cH:27][c:28]([O:31][CH3:32])[cH:29][cH:30]1>>[Cl:1][c:2]1[c:3]([NH:4][c:5]2[n:6][cH:7][n:8][c:9]3[cH:10][c:11]([O:22][CH2:23][CH:24]([CH2:25][N:38]4[CH2:33][CH2:34][O:35][CH2:36][CH2:37]4)[OH:26])[cH:12][c:13]([O:15][CH:16]4[CH2:17][CH2:18][O:19][CH2:20][CH2:21]4)[c:14]23)[cH:27][c:28]([O:31][CH3:32])[cH:29][cH:30]1. The reactants are CNC(C)C (methyl isopropylamine), BrCC(=O)Br (bromo acetyl bromide). Solvent: CCOCC (ether), CCOCC (ether), O (water). Reaction conditions: temperature -20 celsius, time 30 minute. The product is BrCC(=O)N(C(C)C)C (Bromo-N-Methyl-N-(1-Methyl-Ethyl)-Acetamide). As a reaction SMILES: [CH3:1][NH:2][CH:3]([CH3:5])[CH3:4].[Br:6][CH2:7][C:8](Br)=[O:9]>CCOCC.O>[Br:6][CH2:7][C:8]([N:2]([CH3:1])[CH:3]([CH3:5])[CH3:4])=[O:9]. Procedure details: A solution of 26 ml of methyl isopropylamine in 100 ml of ether was added to a solution of 10 ml of bromo acetyl bromide in 150 ml of ether cooled to −20° C. and the mixture was allowed to return to 20° C. The mixture was stirred for 30 minutes at 20° C. and diluted with water, decanted and extracted with ether. The extracts were dried and separated out by distillation to obtain 13 g of the expected product with a boiling point of 71° C. to 72° C. under 1 mmHg. Procedure details: To a solution of (3-chloro-2-cyclopropylamino-4,5-difluorobenzoyl)-hydrazinecarboxylic acid tert-butyl ester (Example 6c) (1.93 g, 5.34 mmol) in tetrahydrofuran (50 mL) is added potassium carbonate (3.69 g, 26.7 mol) and triphosgene (2.06 g, 6.95 mmol). The reaction mixture is refluxed for 90 minutes, cooled to room temperature, and diluted with ethyl acetate. The organic layer is washed with water and brine, then dried over MgSO4 and filtered. The filtrate is concentrated under vacuum and purif... Run in C(C)(=O)OCC (ethyl acetate). Reactants: C(C)(C)(C)OC(=O)N(N)C(C1=C(C(=C(C(=C1)F)F)Cl)NC1CC1)=O ((3-chloro-2-cyclopropylamino-4,5-difluorobenzoyl)-hydrazinecarboxylic acid tert-butyl ester), C([O-])([O-])=O.[K+].[K+] (potassium carbonate), ClC(Cl)(OC(OC(Cl)(Cl)Cl)=O)Cl (triphosgene), O1CCCC1 (tetrahydrofuran). RXN SMILES: C(O[C:6]([N:8]([C:10](=[O:24])[C:11]1[CH:16]=[C:15]([F:17])[C:14]([F:18])=[C:13]([Cl:19])[C:12]=1[NH:20][CH:21]1[CH2:23][CH2:22]1)[NH2:9])=[O:7])(C)(C)C.[C:25](=[O:28])([O-])[O-:26].[K+].[K+].Cl[C:32](Cl)(OC(=O)OC(Cl)(Cl)Cl)Cl.O1[CH2:47][CH2:46][CH2:45]C1>C(OCC)(=O)C>[C:46]([O:26][C:25](=[O:28])[NH:9][N:8]1[C:10](=[O:24])[C:11]2[C:12](=[C:13]([Cl:19])[C:14]([F:18])=[C:15]([F:17])[CH:16]=2)[N:20]([CH:21]2[CH2:22][CH2:23]2)[C:6]1=[O:7])([CH3:45])([CH3:47])[CH3:32] |f:1.2.3|. The product is C(C)(C)(C)OC(NN1C(N(C2=C(C(=C(C=C2C1=O)F)F)Cl)C1CC1)=O)=O ((8-Chloro-1-cyclopropyl-6,7-difluoro-2,4-dioxo-1,4-dihydro-2H-quinazolin-3-yl)carbamic acid tert-butyl ester). The reactants are ClCCCN1N=NC2=C1C=CC=C2 (1-(3-chloropropyl)-1H-benzotriazole), CC=1C=C(C=CC1)N1CCNCC1 (3-methyl phenylpiperazine), C(C)(C)N(CC)C(C)C (diisopropylethylamine), [I-].[K+] (potassium iodide). The solvent is C(C)#N (acetonitrile). Product: CC=1C=C(C=CC1)N1CCN(CC1)C(CCN1N=NC2=C1C=CC=C2)C (1-(3-(4-(3-methylphenyl)piperazine-1-yl)butyl)-1H-benzotriazole). Isolated yield 71.5%. RXN SMILES: Cl[CH2:2][CH2:3][CH2:4][N:5]1[C:9]2[CH:10]=[CH:11][CH:12]=[CH:13][C:8]=2[N:7]=[N:6]1.[CH3:14][C:15]1[CH:16]=[C:17]([N:21]2[CH2:26][CH2:25][NH:24][CH2:23][CH2:22]2)[CH:18]=[CH:19][CH:20]=1.[CH:27](N(C(C)C)CC)(C)C.[I-].[K+]>C(#N)C>[CH3:14][C:15]1[CH:16]=[C:17]([N:21]2[CH2:26][CH2:25][N:24]([CH:2]([CH3:27])[CH2:3][CH2:4][N:5]3[C:9]4[CH:10]=[CH:11][CH:12]=[CH:13][C:8]=4[N:7]=[N:6]3)[CH2:23][CH2:22]2)[CH:18]=[CH:19][CH:20]=1 |f:3.4|. Procedure: 1-(3-chloropropyl)-1H-benzotriazole (7.02 g, 0.036 mol) was dissolved into 100 ml of acetonitrile, 3-methyl phenylpiperazine (5.3 g, 0.03 mol), diisopropylethylamine (15.5 g, 0.12 mol) and potassium iodide (5.0 g, 0.03 mol) were respectively added. The mixture was stirred and mixed, then heated and refluxed to react for 15 hours. The mixture was cooled down to ambient temperature and filtered. The filtrate was concentrated to produce oily products, and treated by chromatography with neutral Al2O... Starting materials: NC=1C(=NC(=NC1NC1=C(C=CC=C1)OC)N[C@@H]1CC[C@H](CC1)O)C(=O)OCC (Ethyl 5-amino-2-(trans-4-hydroxycyclohexyl amino)-6-(2-methoxyphenylamino)pyrimidine-4-carboxylate), 1,1′-1,1′-carbonyldiimidazole, N1(C=NC=C1)C(=O)O[C@@H]1CC[C@H](CC1)NC1=NC(=C2NC(N(C2=N1)C1=C(C=CC=C1)OC)=O)C(=O)OCC (Ethyl 2-(trans-4-(1H-imidazole-1-carbonyloxy)cyclohexylamino)-9-(2-methoxyphenyl)-8-oxo-8,9-dihydro-7H-purine-6-carboxylate). The solvent is ClCCl (dichloromethane). Product: C(N)(O[C@@H]1CC[C@H](CC1)NC1=NC(=C2NC(N(C2=N1)C1=C(C=CC=C1)OC)=O)C(N)=O)=O (TRANS-4-(6-CARBAMOYL-9-(2-METHOXYPHENYL)-8-OXO-8,9-DIHYDRO-7H-PURIN-2-YLAMINO)CYCLOHEXYL CARBAMATE). RXN SMILES: [N:1]1([C:6]([O:8][C@H:9]2[CH2:14][CH2:13][C@H:12]([NH:15][C:16]3[N:24]=[C:23]4[C:19]([NH:20][C:21](=[O:33])[N:22]4[C:25]4[CH:30]=[CH:29][CH:28]=[CH:27][C:26]=4[O:31][CH3:32])=[C:18]([C:34]([O:36]CC)=O)[N:17]=3)[CH2:11][CH2:10]2)=[O:7])C=CN=C1.[NH2:39]C1C(C(OCC)=O)=NC(N[C@H]2CC[C@H](O)CC2)=NC=1NC1C=CC=CC=1OC>ClCCl>[C:6](=[O:7])([O:8][C@H:9]1[CH2:10][CH2:11][C@H:12]([NH:15][C:16]2[N:24]=[C:23]3[C:19]([NH:20][C:21](=[O:33])[N:22]3[C:25]3[CH:30]=[CH:29][CH:28]=[CH:27][C:26]=3[O:31][CH3:32])=[C:18]([C:34](=[O:36])[NH2:39])[N:17]=2)[CH2:13][CH2:14]1)[NH2:1]. Procedure details: Ethyl 2-(trans-4-(1H-imidazole-1-carbonyloxy)cyclohexylamino)-9-(2-methoxyphenyl)-8-oxo-8,9-dihydro-7H-purine-6-carboxylate. Ethyl 5-amino-2-(trans-4-hydroxycyclohexyl amino)-6-(2-methoxyphenylamino)pyrimidine-4-carboxylate (0.240 g, 0.598 mmol) and 1,1′-1,1′-carbonyldiimidazole (0.968 g, 5.98 mmol) in dichloromethane (20 mL) were reacted according to general procedure F and purified using biotage chromatography (40-100% ethyl acetate in hexanes) to afford a mixture of the title product and the ... The reactants are Nc1ncc(Br)cn1, O=C([O-])[O-], C1COCCO1, CCO, ClCCl, [K+], [K+], CC1(C)OB(c2cnn(C3CCOC3)c2)OC1(C)C, O. Yields the product Nc1ncc(-c2cnn(C3CCOC3)c2)cn1. RXN SMILES: [Br:20][c:21]1[cH:22][n:23][c:24]([NH2:27])[n:25][cH:26]1.[C:28](=[O:29])([O-:30])[O-:31].[CH2:37]1[O:38][CH2:39][CH2:40][O:41][CH2:42]1.[CH3:44][CH2:45][OH:46].[Cl:34][CH2:35][Cl:36].[K+:32].[K+:33].[O:1]1[CH2:2][CH:3]([n:6]2[n:7][cH:8][c:9]([B:11]3[O:12][C:13]([CH3:14])([CH3:15])[C:16]([CH3:17])([CH3:18])[O:19]3)[cH:10]2)[CH2:4][CH2:5]1.[OH2:43]>>[O:1]1[CH2:2][CH:3]([n:6]2[n:7][cH:8][c:9](-[c:21]3[cH:22][n:23][c:24]([NH2:27])[n:25][cH:26]3)[cH:10]2)[CH2:4][CH2:5]1. Reactants: [C-]#N, CN(C)C=O, CS(=O)(=O)OC1CCN(c2ccc3c(NC(=O)CC4CCCCC4)c(Cl)ccc3n2)C1, [Li+]. The product is N#CC1CCN(c2ccc3c(NC(=O)CC4CCCCC4)c(Cl)ccc3n2)C1. As a reaction SMILES: [C-:32]#[N:33].[CH3:35][N:36]([CH3:37])[CH:38]=[O:39].[Cl:1][c:2]1[c:3]([NH:22][C:23]([CH2:24][CH:25]2[CH2:26][CH2:27][CH2:28][CH2:29][CH2:30]2)=[O:31])[c:4]2[cH:5][cH:6][c:7]([N:12]3[CH2:13][CH:14]([O:17][S:18]([CH3:19])(=[O:20])=[O:21])[CH2:15][CH2:16]3)[n:8][c:9]2[cH:10][cH:11]1.[Li+:34]>>[Cl:1][c:2]1[c:3]([NH:22][C:23]([CH2:24][CH:25]2[CH2:26][CH2:27][CH2:28][CH2:29][CH2:30]2)=[O:31])[c:4]2[cH:5][cH:6][c:7]([N:12]3[CH2:13][CH:14]([C:32]#[N:33])[CH2:15][CH2:16]3)[n:8][c:9]2[cH:10][cH:11]1. Reactants: CO, CC(C)(C)OC(=O)N1CC=C(c2cc[nH]n2)C1. The product is CC(C)(C)OC(=O)N1CCC(c2cc[nH]n2)C1. Reaction SMILES: [CH3:18][OH:19].[nH:1]1[n:2][c:3]([C:6]2=[CH:10][CH2:9][N:8]([C:11](=[O:12])[O:13][C:14]([CH3:15])([CH3:16])[CH3:17])[CH2:7]2)[cH:4][cH:5]1>>[nH:1]1[n:2][c:3]([CH:6]2[CH2:7][N:8]([C:11](=[O:12])[O:13][C:14]([CH3:15])([CH3:16])[CH3:17])[CH2:9][CH2:10]2)[cH:4][cH:5]1.